Dataset: the Open Reaction Database (ORD), a public repository of structured organic reaction records. Task: describe an organic reaction: reactants, conditions, products, and yield The reactants are FC1([C@@]2(N=C(OC1)N)CCC1=CC=C(C=C12)N)F ((R)-5′,5′-difluoro-2,3,5′,6′-tetrahydrospiro[indene-1,4′-[1,3]oxazine]-2′,6-diamine), ClC=1C=CC(=NC1)C(=O)O (5-chloropicolinic acid). Product: NC=1OCC([C@@]2(N1)CCC1=CC=C(C=C12)NC(C1=NC=C(C=C1)Cl)=O)(F)F ((R)—N-(2′-Amino-5′,5′-difluoro-2,3,5′,6′-tetrahydrospiro[indene-1,4′-[1,3]oxazine]-6-yl)-5-chloropicolinamide). Isolated yield 16.0%. Reaction SMILES: [F:1][C:2]1([F:18])[CH2:7][O:6][C:5]([NH2:8])=[N:4][C@@:3]21[C:16]1[C:11](=[CH:12][CH:13]=[C:14]([NH2:17])[CH:15]=1)[CH2:10][CH2:9]2.[Cl:19][C:20]1[CH:21]=[CH:22][C:23]([C:26](O)=[O:27])=[N:24][CH:25]=1>>[NH2:8][C:5]1[O:6][CH2:7][C:2]([F:1])([F:18])[C@@:3]2([C:16]3[C:11](=[CH:12][CH:13]=[C:14]([NH:17][C:26](=[O:27])[C:23]4[CH:22]=[CH:21][C:20]([Cl:19])=[CH:25][N:24]=4)[CH:15]=3)[CH2:10][CH2:9]2)[N:4]=1. Reported procedure: The condensation of (R)-5′,5′-difluoro-2,3,5′,6′-tetrahydrospiro[indene-1,4′-[1,3]oxazine]-2′,6-diamine (intermediate A7.3) and 5-chloropicolinic acid yielded the title compound (16% yield) as an off-white solid. MS (ISP): m/z=393.0 [M+H]+. Starting materials: CC(C)(C)OC(=O)N1CCC(C(=O)O)(c2ccccc2Br)CC1, COC(C)(C)C, CC(C)=C(Cl)N(C)C, ClCCl, [N-]=[N+]=[N-], [Na+]. Product: CC(C)(C)OC(=O)N1CCC(C(=O)N=[N+]=[N-])(c2ccccc2Br)CC1. RXN SMILES: [C:1]([CH3:2])([CH3:3])([CH3:4])[O:5][C:6](=[O:7])[N:8]1[CH2:9][CH2:10][C:11]([C:14](=[O:15])[OH:16])([c:17]2[c:18]([Br:23])[cH:19][cH:20][cH:21][cH:22]2)[CH2:12][CH2:13]1.[CH3:39][O:40][C:41]([CH3:42])([CH3:43])[CH3:44].[Cl:24][C:25]([N:26]([CH3:27])[CH3:28])=[C:29]([CH3:30])[CH3:31].[Cl:36][CH2:37][Cl:38].[N-:33]=[N+:34]=[N-:35].[Na+:32]>>[C:1]([CH3:2])([CH3:3])([CH3:4])[O:5][C:6](=[O:7])[N:8]1[CH2:9][CH2:10][C:11]([C:14](=[O:15])[N:33]=[N+:34]=[N-:35])([c:17]2[c:18]([Br:23])[cH:19][cH:20][cH:21][cH:22]2)[CH2:12][CH2:13]1.